Dataset: the Open Reaction Database (ORD), a public repository of structured organic reaction records. Task: describe an organic reaction: reactants, conditions, products, and yield Starting materials: C(C(C)C)[Mg]Cl (Isobutylmagnesium chloride), CCOCC (ether), C(C)(C)(C)OC(=O)N1C[C@H](CC1)C=O ((S)-3-Formylpyrrolidine-1-carboxylic acid t-butyl ester), C1CCOC1 (THF). Solvent: [NH4+].[Cl-] (NH4Cl). Reaction conditions: temperature -78 celsius. Yields the product C(C)(C)(C)OC(=O)N1C[C@H](CC1)[C@H](CC(C)C)O ((S)-3-((S)-1-hydroxy-3-methylbutyl)pyrrolidine-1-carboxylic acid t-butyl ester), C(C)(C)(C)OC(=O)N1C[C@H](CC1)[C@@H](CC(C)C)O ((S)-3-((R)-1-hydroxy-3-methylbutyl)pyrrolidine-1-carboxylic acid t-butyl ester). As a reaction SMILES: [C:1]([O:5][C:6]([N:8]1[CH2:12][CH2:11][C@H:10]([CH:13]=[O:14])[CH2:9]1)=[O:7])([CH3:4])([CH3:3])[CH3:2].C1COCC1.[CH2:20]([Mg]Cl)[CH:21]([CH3:23])[CH3:22].CCOCC>[NH4+].[Cl-]>[C:1]([O:5][C:6]([N:8]1[CH2:12][CH2:11][C@H:10]([C@@H:13]([OH:14])[CH2:20][CH:21]([CH3:23])[CH3:22])[CH2:9]1)=[O:7])([CH3:4])([CH3:3])[CH3:2].[C:1]([O:5][C:6]([N:8]1[CH2:12][CH2:11][C@H:10]([C@H:13]([OH:14])[CH2:20][CH:21]([CH3:23])[CH3:22])[CH2:9]1)=[O:7])([CH3:4])([CH3:3])[CH3:2] |f:4.5|. Procedure: (S)-3-Formylpyrrolidine-1-carboxylic acid t-butyl ester (6.0 g, 30.1 mmol) and THF (60 mL, 700 mmol) were combined under nitrogen, and the resulting solution was cooled to −78° C. 2.0M Isobutylmagnesium chloride in ether (18.1 mL, 36.1 mmol) was then added dropwise over 10 minutes. The mixture was allowed to warm to room temperature slowly overnight. Then aqueous saturated NH4Cl (100 mL) was added dropwise to quench the reaction. The resulting mixture was extracted with EtOAc (2×100 mL), and the...